From a dataset of the Open Reaction Database (ORD), a public repository of structured organic reaction records. describe an organic reaction: reactants, conditions, products, and yield Reactants: C(C)C1=NC=2C(=NC(=CC2C)C)N1C1=CC=C(C=C1)CCN (2-[4-(2-Ethyl-5,7-dimethyl-3H-imidazo[4,5-b]pyridin-3-yl)phenyl]ethylamine), ClC1=C(C=CC=C1)S(=O)(=O)N=C=O (2-chlorobenzenesulfonyl isocyanate). Yields the product ClC1=C(C=CC=C1)S(=O)(=O)NC(=O)NCCC1=CC=C(C=C1)N1C(=NC=2C1=NC(=CC2C)C)CC (3-(4-{2-[({[(2-CHLOROPHENYL)SULFONYL]AMINO}CARBONYL)AMINO]ETHYL}PHENYL)-2-ETHYL-5,7-DIMETHYL-3H-IMIDAZO[4,5-b]PYRIDINE). Reaction SMILES: [CH2:1]([C:3]1[N:13]([C:14]2[CH:19]=[CH:18][C:17]([CH2:20][CH2:21][NH2:22])=[CH:16][CH:15]=2)[C:6]2=[N:7][C:8]([CH3:12])=[CH:9][C:10]([CH3:11])=[C:5]2[N:4]=1)[CH3:2].[Cl:23][C:24]1[CH:29]=[CH:28][CH:27]=[CH:26][C:25]=1[S:30]([N:33]=[C:34]=[O:35])(=[O:32])=[O:31]>>[Cl:23][C:24]1[CH:29]=[CH:28][CH:27]=[CH:26][C:25]=1[S:30]([NH:33][C:34]([NH:22][CH2:21][CH2:20][C:17]1[CH:16]=[CH:15][C:14]([N:13]2[C:6]3=[N:7][C:8]([CH3:12])=[CH:9][C:10]([CH3:11])=[C:5]3[N:4]=[C:3]2[CH2:1][CH3:2])=[CH:19][CH:18]=1)=[O:35])(=[O:32])=[O:31]. Procedure details: The title compound was prepared according to the procedure described in step 10 of Example 1 from 2-[4-(2-ethyl-5,7-dimethyl-3H-imidazo[4,5-b]pyridin-3-yl)phenyl]ethylamine (step 9 of Example 1) and 2-chlorobenzenesulfonyl isocyanate.